This data is from the Open Reaction Database (ORD), a public repository of structured organic reaction records. The task is: describe an organic reaction: reactants, conditions, products, and yield The reactants are sodium dihydro-bis(2-methoxyethoxy)-aluminate, C(C)(C)(C)[Si](OC(CC/C(=C/CCC(=CC(=O)OC(C)C)C)/C)C(=C)C)(C)C (isopropyl (6E)-10-(tert.-butyldimethylsiloxy)-3,7,11-trimethyl-2,6,11-dodecatrienoate), O (water), ice water, COCCO[AlH2-]OCCOC.[Na+] (Vitride), S(O)(O)(=O)=O (sulphuric acid). Solvent: CCCCCC (hexane). The product is C(C)(C)(C)[Si](OC(CC/C(=C/CCC(=CCO)C)/C)C(=C)C)(C)C ((6E)-10-(tert.-butyldimethylsiloxy)-3,7,11-trimethyl-2,6,11-dodecatrien-1-ol). Reaction SMILES: [C:1]([Si:5]([CH3:28])([CH3:27])[O:6][CH:7]([C:24]([CH3:26])=[CH2:25])[CH2:8][CH2:9]/[C:10](/[CH3:23])=[CH:11]/[CH2:12][CH2:13][C:14]([CH3:22])=[CH:15][C:16](OC(C)C)=[O:17])([CH3:4])([CH3:3])[CH3:2].COCCO[AlH2-]OCCOC.[Na+].O.S(=O)(=O)(O)O>CCCCCC>[C:1]([Si:5]([CH3:27])([CH3:28])[O:6][CH:7]([C:24]([CH3:26])=[CH2:25])[CH2:8][CH2:9]/[C:10](/[CH3:23])=[CH:11]/[CH2:12][CH2:13][C:14]([CH3:22])=[CH:15][CH2:16][OH:17])([CH3:4])([CH3:3])[CH3:2] |f:1.2|. Procedure: 24.5 ml of sodium dihydro-bis(2-methoxyethoxy)-aluminate (70% solution in toluene, "Vitride") are slowly added dropwise at 0° to a solution of 32.6 g of isopropyl (6E)-10-(tert.-butyldimethylsiloxy)-3,7,11-trimethyl-2,6,11-dodecatrienoate in 80 ml of hexane. After stirring at room temperature for 2 hours a further 2.5 ml of "Vitride" are added dropwise. The reaction mixture is stirred for a further hour and then treated cautiously with 20 ml of water, whereupon the mixture is poured into ice-wat... Reactants: C(CCC)N(C(=O)C=1N=C(N(C1)CCC1=CC=CC=C1)C1=C(C=C(C(=O)OC)C=C1)C(=O)OCC1=CC=CC=C1)CCCC (3-benzyl 1-methyl 4-(4-(dibutylcarbamoyl)-1-phenethyl-1H-imidazol-2-yl)isophthalate). Reagents/catalysts: [Pd] (Pd/C). Run in CCOC(=O)C (EtOAc). Run at time 6 hour. Product: C(C1=CC=CC=C1)N1C(=NC(=C1)C(N(CCCC)CCCC)=O)C1=C(C(=O)O)C=C(C=C1)C(=O)OC (2-(1-Benzyl-4-(dibutylcarbamoyl)-1H-imidazol-2-yl)-5-(methoxycarbonyl)benzoic acid). Isolated yield 89.7%. Reaction SMILES: [CH2:1]([N:5]([CH2:41][CH2:42][CH2:43][CH3:44])[C:6]([C:8]1[N:9]=[C:10]([C:21]2[CH:30]=[CH:29][C:24]([C:25]([O:27][CH3:28])=[O:26])=[CH:23][C:22]=2[C:31]([O:33]CC2C=CC=CC=2)=[O:32])[N:11]([CH2:13][CH2:14][C:15]2C=[CH:19][CH:18]=[CH:17][CH:16]=2)[CH:12]=1)=[O:7])[CH2:2][CH2:3][CH3:4]>CCOC(C)=O.[Pd]>[CH2:13]([N:11]1[CH:12]=[C:8]([C:6](=[O:7])[N:5]([CH2:41][CH2:42][CH2:43][CH3:44])[CH2:1][CH2:2][CH2:3][CH3:4])[N:9]=[C:10]1[C:21]1[CH:30]=[CH:29][C:24]([C:25]([O:27][CH3:28])=[O:26])=[CH:23][C:22]=1[C:31]([OH:33])=[O:32])[C:14]1[CH:19]=[CH:18][CH:17]=[CH:16][CH:15]=1. Reported procedure: To a solution of 3-benzyl 1-methyl 4-(4-(dibutylcarbamoyl)-1-phenethyl-1H-imidazol-2-yl)isophthalate (100 mg, 0.17 mmol) in EtOAc (5 mL) was added Pd/C (10%). The reaction mixture was stirred under H2 atmosphere for 6 h, filtered through a small pad of CELITE® and washed thoroughly with MeOH. The solvents were removed in vacuo to provide the title compound (75 mg, 89%), which was used without further purification. MS(ESI+) m/z 506.2 (M+H)+. Starting materials: C(CC)S(=O)(=O)N1CCC(CC1)(N1CCCCC1)C#N (1′-(propylsulfonyl)-1,4′-bipiperidine-4′-carbonitrile), Cl (HCl), O1CCOCC1 (dioxane). The solvent is C(C)OCC (diethyl ether). Reaction conditions: time 8 hour. The product is [Cl-].C(#N)C1CC[NH2+]CC1 (4-cyanopiperidinium chloride), Cl (HCl). Reaction SMILES: C(S([N:7]1[CH2:12][CH2:11][C:10]([C:19]#[N:20])(N2CCCCC2)[CH2:9][CH2:8]1)(=O)=O)CC.[ClH:21].O1CCOCC1>C(OCC)C>[Cl-:21].[C:19]([CH:10]1[CH2:11][CH2:12][NH2+:7][CH2:8][CH2:9]1)#[N:20].[ClH:21] |f:4.5|. Reported procedure: In a round bottom flask was placed tert-butyl 4-cyanopiperidine-1-carboxylate (1) (15 g, 71.3 mmol) and diethyl ether (500 ml). To this was added HCl in dioxane (4M, 35.7 ml, 143 mmol) and the solution stirred overnight. A fine white solid was formed in suspension and filtered with a medium frit to give 4-cyanopiperidinium chloride (13) as an HCl salt in quantitative yield after washing with diethyl ether (3×50 ml). MS 111 (M+1) The reactants are C(#N)C(CF)(C)NC(C(OC=1C=C2C=C(C=NC2=C(C1)C)C#C[Si](C)(C)C)SC)=O (N-(1-cyano-2-fluoro-1-methyl-ethyl)-2-methylsulfanyl-2-(8-methyl-3-trimethylsilanylethynyl-quinolin-6-yloxy)-acetamide), C([O-])([O-])=O.[K+].[K+] (potassium carbonate), C(O)([O-])=O.[Na+] (sodium hydrogencarbonate). The solvent is CO (methanol). Reaction conditions: time 15 minute. Yields the product C(#N)C(CF)(C)NC(C(SC)OC=1C=C2C=C(C=NC2=C(C1)C)C#C)=O (N-(1-cyano-2-fluoro-1-methyl-ethyl)-2-(3-ethynyl-8-methyl-quinolin-6-yloxy)-2-methylsulfanyl-acetamide). Yield: 83.0%. RXN SMILES: [C:1]([C:3]([NH:7][C:8](=[O:30])[CH:9]([S:28][CH3:29])[O:10][C:11]1[CH:12]=[C:13]2[C:18](=[C:19]([CH3:21])[CH:20]=1)[N:17]=[CH:16][C:15]([C:22]#[C:23][Si](C)(C)C)=[CH:14]2)([CH3:6])[CH2:4][F:5])#[N:2].C(=O)([O-])[O-].[K+].[K+].C(=O)([O-])O.[Na+]>CO>[C:1]([C:3]([NH:7][C:8](=[O:30])[CH:9]([O:10][C:11]1[CH:12]=[C:13]2[C:18](=[C:19]([CH3:21])[CH:20]=1)[N:17]=[CH:16][C:15]([C:22]#[CH:23])=[CH:14]2)[S:28][CH3:29])([CH3:6])[CH2:4][F:5])#[N:2] |f:1.2.3,4.5|. Reported procedure: A solution of N-(1-cyano-2-fluoro-1-methyl-ethyl)-2-methylsulfanyl-2-(8-methyl-3-trimethylsilanylethynyl-quinolin-6-yloxy)-acetamide (685 mg) in methanol (20 mL) was added potassium carbonate (107 mg). The reaction mixture was stirred at room temperature for 15 minutes. The mixture was poured on a saturated solution of sodium hydrogencarbonate and extracted with ethyl acetate (thrice), dried over sodium sulphate, filtered and concentrated under reduced pressure. The crude was purified by chromat...